This data is from the Open Reaction Database (ORD), a public repository of structured organic reaction records. The task is: describe an organic reaction: reactants, conditions, products, and yield Procedure: 5-(N-Acetylamino)indane (26.28 g (0.15 mol)), 43.61 g (0.20 mol) of iodotoluene, 25.88 g (0.188 mol) of anhydrous potassium carbonate and 2.38 g (0.038 mol) of copper powder were mixed, and heated up to 200° C. while introducing nitrogen gas, followed by stirring for 6 hours. After the termination of the reaction, cooling was conducted, and 22.3 g of potassium hydroxide dissolved in 20 ml of water and 50 ml of isoamyl alcohol were added to perform hydrolysis at 130° C. for 2 hours. After the ter... Starting materials: C(C)(=O)NC=1C=C2CCCC2=CC1 (5-(N-Acetylamino)indane), IC1=C(C=CC=C1)C (iodotoluene), C([O-])([O-])=O.[K+].[K+] (potassium carbonate), [OH-].[K+] (potassium hydroxide). Isolated yield 96.4%. The solvent is C(CC(C)C)O (isoamyl alcohol), O (water), O (water). Conditions: temperature 200 celsius, time 6 hour. The product is C1CCC2=CC(=CC=C12)NC1=CC=C(C=C1)C (indane-5-yl-p-tolylamine). As a reaction SMILES: [C:1]([NH:4][C:5]1[CH:6]=[C:7]2[C:11](=[CH:12][CH:13]=1)[CH2:10][CH2:9][CH2:8]2)(=O)[CH3:2].I[C:15]1[CH:20]=CC=[CH:17][C:16]=1[CH3:21].C(=O)([O-])[O-].[K+].[K+].[OH-].[K+]>O.[Cu].C(O)CC(C)C>[CH2:10]1[C:11]2[C:7](=[CH:6][C:5]([NH:4][C:1]3[CH:20]=[CH:15][C:16]([CH3:21])=[CH:17][CH:2]=3)=[CH:13][CH:12]=2)[CH2:8][CH2:9]1 |f:2.3.4,5.6|. Reagents/catalysts: [Cu] (copper). Reported procedure: A solution of 10.9 grams (0.05 mole) 5-amino-3-trichloromethyl-1,2,4-thiadiazole and 11.3 grams (0.1 mole) chloroacetyl chloride in 200 milliliters xylene was refluxed at about 140° C. for 20 hours. Upon cooling the reaction mixture to -10° C., 10.7 grams (73% yield) pure product precipitated; m.p. 146.0° C. Run at temperature -10 celsius. Yields the product ClCC(=O)NC1=NC(=NS1)C(Cl)(Cl)Cl (5-Chloroacetamido-3-Trichloromethyl-1,2,4-Thiadiazole). RXN SMILES: [NH2:1][C:2]1[S:6][N:5]=[C:4]([C:7]([Cl:10])([Cl:9])[Cl:8])[N:3]=1.[Cl:11][CH2:12][C:13](Cl)=[O:14]>C1(C)C(C)=CC=CC=1>[Cl:11][CH2:12][C:13]([NH:1][C:2]1[S:6][N:5]=[C:4]([C:7]([Cl:10])([Cl:9])[Cl:8])[N:3]=1)=[O:14]. The reactants are NC1=NC(=NS1)C(Cl)(Cl)Cl (5-amino-3-trichloromethyl-1,2,4-thiadiazole), ClCC(=O)Cl (chloroacetyl chloride). The solvent is C=1(C(=CC=CC1)C)C (xylene). Isolated yield 72.5%. The reactants are [Li]CCCC, CCO[SiH](OCC)OCC, CCO, CCCCCC, [Na+], C1CCOC1, [OH-], CCOC(=O)Cc1ccccc1. Yields the product OCCc1ccccc1. As a reaction SMILES: [CH2:1]([Li:2])[CH2:3][CH2:4][CH3:5].[CH2:6]([O:7][SiH:8]([O:9][CH2:10][CH3:11])[O:12][CH2:13][CH3:14])[CH3:15].[CH3:30][CH2:31][OH:32].[CH3:38][CH2:39][CH2:40][CH2:41][CH2:42][CH3:43].[Na+:29].[O:33]1[CH2:34][CH2:35][CH2:36][CH2:37]1.[OH-:28].[c:16]1([CH2:22][C:23](=[O:24])[O:25][CH2:26][CH3:27])[cH:17][cH:18][cH:19][cH:20][cH:21]1>>[c:16]1([CH2:22][CH2:23][OH:24])[cH:17][cH:18][cH:19][cH:20][cH:21]1. Starting materials: BrC=1C=C2C(=CNC(C2=CC1)=O)S(=O)(=O)Cl (6-bromo-1-oxo-1,2-dihydroisoquinoline-4-sulfonyl chloride), C1(=CC=CC=C1)P(C1=CC=CC=C1)C1=CC=CC=C1 (triphenylphosphine), Cl (HCl), O (water). Run in C1CCOC1 (THF), CN(C)C=O (DMF), C(C)(=O)OCC (Ethyl acetate). Run at time 5 minute. Yields the product BrC=1C=C2C(=CNC(C2=CC1)=O)S (6-Bromo-4-sulfanylisoquinolin-1(2H)-one). The yield is 25.2%. As a reaction SMILES: [Br:1][C:2]1[CH:3]=[C:4]2[C:9](=[CH:10][CH:11]=1)[C:8](=[O:12])[NH:7][CH:6]=[C:5]2[S:13](Cl)(=O)=O.C1(P(C2C=CC=CC=2)C2C=CC=CC=2)C=CC=CC=1.O.Cl>C1COCC1.C(OCC)(=O)C.CN(C=O)C>[Br:1][C:2]1[CH:3]=[C:4]2[C:9](=[CH:10][CH:11]=1)[C:8](=[O:12])[NH:7][CH:6]=[C:5]2[SH:13]. Reported procedure: To a solution of 6-bromo-1-oxo-1,2-dihydroisoquinoline-4-sulfonyl chloride (Example 46a, 1 g) in THF (12 mL) was added triphenylphosphine (2.85 g). After 5 min, water (0.48 mL) was added followed by DMF (0.6 mL) and the reaction stirred for 1 h. Ethyl acetate and 2M HCl (aq) were added and the mixture shaken vigorously. The solid was filtered off and washed with further water and ethyl acetate before drying in vacuo at room temperature is for 2 h to afford the subtitle compound (0.2 g). The reactants are ClC=1N=NC(=CC1OC)Cl (3,6-dichloro-4-methoxypyridazine), [Cl-].[NH4+] (ammonium chloride), C(C)(C)(C)C1=C(C=CC=C1)O (2-tert-butylphenol), CC(C)([O-])C.[K+] (potassium t-butoxide). Run in CS(=O)C (dimethylsulfoxide), CS(=O)C (dimethylsulfoxide). Run at time 20 minute. The product is C(C)(C)(C)C1=C(OC=2N=NC(=CC2OC)Cl)C=CC=C1 (3-(2-tert-butylphenoxy)-6-chloro-4-methoxypyridazine), C(C)(C)(C)C1=C(OC2=CC(=C(N=N2)Cl)OC)C=CC=C1 (6-(2-tert-butylphenoxy)-3-chloro-4-methoxypyridazine). Yield: 16.1%. Reaction SMILES: [C:1]([C:5]1[CH:10]=[CH:9][CH:8]=[CH:7][C:6]=1[OH:11])([CH3:4])([CH3:3])[CH3:2].CC(C)([O-])C.[K+].[Cl:18][C:19]1[N:20]=[N:21][C:22]([Cl:27])=[CH:23][C:24]=1[O:25][CH3:26].[Cl-].[NH4+]>CS(C)=O>[C:1]([C:5]1[CH:10]=[CH:9][CH:8]=[CH:7][C:6]=1[O:11][C:19]1[N:20]=[N:21][C:22]([Cl:27])=[CH:23][C:24]=1[O:25][CH3:26])([CH3:4])([CH3:2])[CH3:3].[C:1]([C:5]1[CH:10]=[CH:9][CH:8]=[CH:7][C:6]=1[O:11][C:22]1[N:21]=[N:20][C:19]([Cl:18])=[C:24]([O:25][CH3:26])[CH:23]=1)([CH3:4])([CH3:2])[CH3:3] |f:1.2,4.5|. Procedure details: 5.87 g (39.1 mmol) of 2-tert-butylphenol, dimethylsulfoxide (80 mL) and 4.38 g (39.0 mmol) of potassium t-butoxide were mixed, and the mixture was stirred at room temperature for 20 minutes. To the mixture was added a dimethylsulfoxide solution (60 mL) containing 6.92 g (38.7 mmol) of 3,6-dichloro-4-methoxypyridazine, and the resulting mixture was stirred at room temperature for 40 minutes, and at 80° C. for 45 minutes. The reaction mixture was poured into a saturated aqueous ammonium chloride s... Starting materials: OCCOCCNS(=O)(=O)CC1=C(C=CC=C1)[N+](=O)[O-] (N-[2-(2-hydroxyethoxy)ethyl]-1-(2-nitrophenyl)-methanesulfonamide). The reagents and catalysts are [Pd] (Pd/C). The solvent is CO (methanol). Conditions: time 8 hour. The product is NC1=C(C=CC=C1)CS(=O)(=O)NCCOCCO (1-(2-aminophenyl)-N-[2-(2-hydroxyethoxy)ethyl]methanesulfonamide). As a reaction SMILES: [OH:1][CH2:2][CH2:3][O:4][CH2:5][CH2:6][NH:7][S:8]([CH2:11][C:12]1[CH:17]=[CH:16][CH:15]=[CH:14][C:13]=1[N+:18]([O-])=O)(=[O:10])=[O:9]>CO.[Pd]>[NH2:18][C:13]1[CH:14]=[CH:15][CH:16]=[CH:17][C:12]=1[CH2:11][S:8]([NH:7][CH2:6][CH2:5][O:4][CH2:3][CH2:2][OH:1])(=[O:10])=[O:9]. Procedure details: To a stirred solution of N-[2-(2-hydroxyethoxy)ethyl]-1-(2-nitrophenyl)-methanesulfonamide (0.145 g, 0.48 mmol) in methanol (10 ml) under an atmosphere of nitrogen was added 10% Pd/C (10 Wt %, 15 mg) in one portion. The reaction was evacuated, placed under an atmosphere of hydrogen (1 bar) and stirred vigorously overnight. The reaction was filtered through celite and the filtrate was concentrated in vacuo to afford 1-(2-aminophenyl)-N-[2-(2-hydroxyethoxy)ethyl]methanesulfonamide as product (0.10...